Dataset: the Open Reaction Database (ORD), a public repository of structured organic reaction records. Task: describe an organic reaction: reactants, conditions, products, and yield Reactants: C(C)(C)(C)OC(=O)N1CC(N(CC1)CC1=CC(=CC=C1)C1=NC(=NC=C1)Cl)(C)C (4-[3-(2-Chloro-pyrimidin-4-yl)-benzyl]-3,3-dimethyl-piperazine-1-carboxylic acid tert-butyl ester), FC=1C=C(C=C(C1)F)CCN (2-(3,5-difluoro-phenyl)-ethylamine), 456. Product: FC=1C=C(C=C(C1)F)CCNC1=NC=CC(=N1)C1=CC(=CC=C1)CN1C(CNCC1)(C)C ([2-(3,5-Difluoro-phenyl)-ethyl]-{4-[3-(2,2-dimethyl-piperazin-1-ylmethyl)-phenyl]-pyrimidin-2-yl}-amine). RXN SMILES: C(OC([N:8]1[CH2:13][CH2:12][N:11]([CH2:14][C:15]2[CH:20]=[CH:19][CH:18]=[C:17]([C:21]3[CH:26]=[CH:25][N:24]=[C:23](Cl)[N:22]=3)[CH:16]=2)[C:10]([CH3:29])([CH3:28])[CH2:9]1)=O)(C)(C)C.[F:30][C:31]1[CH:32]=[C:33]([CH2:38][CH2:39][NH2:40])[CH:34]=[C:35]([F:37])[CH:36]=1>>[F:30][C:31]1[CH:32]=[C:33]([CH2:38][CH2:39][NH:40][C:23]2[N:22]=[C:21]([C:17]3[CH:18]=[CH:19][CH:20]=[C:15]([CH2:14][N:11]4[CH2:12][CH2:13][NH:8][CH2:9][C:10]4([CH3:29])[CH3:28])[CH:16]=3)[CH:26]=[CH:25][N:24]=2)[CH:34]=[C:35]([F:37])[CH:36]=1. Reported procedure: Intermediate 141 was coupled with 2-(3,5-difluoro-phenyl)-ethylamine following procedure F. The resulting product was deprotected following procedure G2. LC-MS showed the product had the expected M+H3O+of 456. 1H NMR (Varian 300 MHz, CD3OD, shifts relative to the solvent peak at 3.3 ppm) δ 8.76 (s, 1H) 8.36 (d, 1H) 8.33 (d, 1H) 7.97 (d, 1H) 7.70 (t, 2H) 7.03 (d, 2H) 6.76 (m, 1H) 4.54 (s, 2H) 3.98 (t, 2H) 3.72 (s, 2H) 3.35 (m, 4H) 3.10 (t, 2H) 1.74 (s, 6H). The reactants are COC1=C(C=CC=C1)N1CCNCC1 (1-(2-methoxyphenyl)piperazine), C1(=C(C=CC=C1)CN1CCN(CC1)C1=CC=CC=C1)C1=CC=CC=C1 (1-(biphenyl-2-ylmethyl)-4-phenylpiperazine), CC1=C(C=CC=C1)C1=CC(=CC=C1)C=O (2′-methylbiphenyl-3-carbaldehyde), [BH-](OC(=O)C)(OC(=O)C)OC(=O)C.[Na+] (NaBH(OAc)3). The product is CC1=C(C=CC=C1)C1=CC(=CC=C1)CN1CCN(CC1)C1=C(C=CC=C1)OC (1-(2′-methylbiphenyl-3-ylmethyl)-4-(2-methoxyphenyl)piperazine). RXN SMILES: [CH3:1][O:2][C:3]1[CH:8]=[CH:7][CH:6]=[CH:5][C:4]=1[N:9]1[CH2:14][CH2:13][NH:12][CH2:11][CH2:10]1.[CH3:15][C:16]1[CH:21]=[CH:20][CH:19]=[CH:18][C:17]=1[C:22]1[CH:27]=[CH:26][CH:25]=[C:24]([CH:28]=O)[CH:23]=1.[BH-](OC(C)=O)(OC(C)=O)OC(C)=O.[Na+].C1(C2C=CC=CC=2)C=CC=CC=1CN1CCN(C2C=CC=CC=2)CC1>>[CH3:15][C:16]1[CH:21]=[CH:20][CH:19]=[CH:18][C:17]=1[C:22]1[CH:27]=[CH:26][CH:25]=[C:24]([CH2:28][N:12]2[CH2:13][CH2:14][N:9]([C:4]3[CH:5]=[CH:6][CH:7]=[CH:8][C:3]=3[O:2][CH3:1])[CH2:10][CH2:11]2)[CH:23]=1 |f:2.3|. Reported procedure: 77 mg of the target compound (0.21 mmol, 40.5%) was obtained using 1-(2-methoxyphenyl)piperazine (196 mg, 1.02 mmol), 2′-methylbiphenyl-3-carbaldehyde (100 mg, 0.51 mmol) and NaBH(OAc)3 (329 mg, 1.53 mmol) according to the synthesis method of Compound 1.